This data is from the Open Reaction Database (ORD), a public repository of structured organic reaction records. The task is: describe an organic reaction: reactants, conditions, products, and yield The reactants are Cl (HCl), S1C(=NC2=C1C=CC=C2)C(=O)O (benzothiazole-2-carboxylic acid), C(=O)(N1C=NC=C1)N1C=NC=C1 (1,1′-carbonyldiimidazole), Cl.C[C@@H]1CC[C@H](CC1)N (trans-4-methylcyclohexylamine hydrochloride), C(C)(C)N(C(C)C)CC (N,N-diisopropylethylamine). Solvent: CN(C=O)C (dimethylformamide). Run at temperature 50 celsius. Yields the product C[C@@H]1CC[C@H](CC1)NC(=O)C=1SC2=C(N1)C=CC=C2 (N-(trans-4-methylcyclohexyl) benzothiazole-2-carboxamide). Yield: 4.6%. As a reaction SMILES: [S:1]1[C:5]2[CH:6]=[CH:7][CH:8]=[CH:9][C:4]=2[N:3]=[C:2]1[C:10]([OH:12])=O.C(N1C=CN=C1)(N1C=CN=C1)=O.Cl.[CH3:26][C@H:27]1[CH2:32][CH2:31][C@H:30]([NH2:33])[CH2:29][CH2:28]1.C(N(CC)C(C)C)(C)C.Cl>CN(C)C=O>[CH3:26][C@H:27]1[CH2:32][CH2:31][C@H:30]([NH:33][C:10]([C:2]2[S:1][C:5]3[CH:6]=[CH:7][CH:8]=[CH:9][C:4]=3[N:3]=2)=[O:12])[CH2:29][CH2:28]1 |f:2.3|. Reported procedure: A solution of benzothiazole-2-carboxylic acid (359 mg, 2 mmol), and 1,1′-carbonyldiimidazole (325 mg, 2 mmol) in dimethylformamide (4 mL) was heated at 50° C. for 1 hour. After this time, trans-4-methylcyclohexylamine hydrochloride (300 mg, 2 mmol), and N,N-diisopropylethylamine (0.525 mL, 3 mmol) were added and the mixture heated at 50° C. for 3 hours. The reaction mixture was cooled, and treated with 10% HCl (15 mL). The solution was extracted with ethyl acetate (15 mL). The ethyl acetate extr... Reactants: Nc1ccc(C(=O)c2ccccc2)cc1N, ClCCl, Cl, c1ccncc1, O=S(=O)(Cl)c1cccs1. Yields the product Nc1ccc(C(=O)c2ccccc2)cc1NS(=O)(=O)c1cccs1. RXN SMILES: [C:1]([c:2]1[cH:3][cH:4][cH:5][cH:6][cH:7]1)(=[O:8])[c:9]1[cH:10][c:11]([NH2:16])[c:12]([NH2:15])[cH:13][cH:14]1.[Cl:17][CH2:18][Cl:19].[ClH:29].[cH:30]1[cH:31][cH:32][n:33][cH:34][cH:35]1.[s:20]1[c:21]([S:25](=[O:26])(=[O:27])[Cl:28])[cH:22][cH:23][cH:24]1>>[C:1]([c:2]1[cH:3][cH:4][cH:5][cH:6][cH:7]1)(=[O:8])[c:9]1[cH:10][c:11]([NH:16][S:25]([c:21]2[s:20][cH:24][cH:23][cH:22]2)(=[O:26])=[O:27])[c:12]([NH2:15])[cH:13][cH:14]1. The reactants are C(C)(=O)OC(C)=O (acetic anhydride), OC[C@H]1N(CC=2NC3=CC=CC=C3C2C1)C(=S)SC (methyl (3S)-3-hydroxymethyl-1,2,3,4-tetrahydro-β-carboline-2-carbodithioate), Cl (hydrochloric acid). Solvent: N1=CC=CC=C1 (pyridine). Reported procedure: 0.88 g of methyl (3S)-3-hydroxymethyl-1,2,3,4-tetrahydro-β-carboline-2-carbodithioate is dissolved in 10 ml of pyridine. 0.43 ml of acetic anhydride is added to the solution, and the mixture is stirred at room temperature for 13 hours. After the reaction, the mixture is poured into 10% hydrochloric acid and then extracted with ethyl acetate. The extract is washed with water, dried and then evaporated to remove the solvent, whereby 0.95 g of methyl (3S)-3-acetoxymethyl-1,2,3,4-tetrahydro-β-carbol... RXN SMILES: [OH:1][CH2:2][C@@H:3]1[CH2:15][C:14]2[C:13]3[C:8](=[CH:9][CH:10]=[CH:11][CH:12]=3)[NH:7][C:6]=2[CH2:5][N:4]1[C:16]([S:18][CH3:19])=[S:17].[C:20](OC(=O)C)(=[O:22])[CH3:21].Cl>N1C=CC=CC=1>[C:20]([O:1][CH2:2][C@@H:3]1[CH2:15][C:14]2[C:13]3[C:8](=[CH:9][CH:10]=[CH:11][CH:12]=3)[NH:7][C:6]=2[CH2:5][N:4]1[C:16]([S:18][CH3:19])=[S:17])(=[O:22])[CH3:21]. The yield is 95.0%. Conditions: time 13 hour. Product: C(C)(=O)OC[C@H]1N(CC=2NC3=CC=CC=C3C2C1)C(=S)SC (methyl (3S)-3-acetoxymethyl-1,2,3,4-tetrahydro-β-carboline-2-carbodithioate).